From a dataset of the Open Reaction Database (ORD), a public repository of structured organic reaction records. describe an organic reaction: reactants, conditions, products, and yield The reactants are CC(C)(C)OC(=O)N1CCC(NCc2ccc3c(c2)NC(=O)CS3)(C(F)(F)F)CC1, ClCCl, O=C(O)C(F)(F)F. The product is O=C1CSc2ccc(CNC3(C(F)(F)F)CCNCC3)cc2N1. As a reaction SMILES: [C:1]([O:2][C:3](=[O:4])[N:8]1[CH2:9][CH2:10][C:11]([C:14]([F:15])([F:16])[F:17])([NH:18][CH2:19][c:20]2[cH:21][cH:22][c:23]3[c:24]([cH:30]2)[NH:25][C:26](=[O:29])[CH2:27][S:28]3)[CH2:12][CH2:13]1)([CH3:5])([CH3:6])[CH3:7].[Cl:38][CH2:39][Cl:40].[F:31][C:32]([F:33])([F:34])[C:35]([OH:36])=[O:37]>>[NH:8]1[CH2:9][CH2:10][C:11]([C:14]([F:15])([F:16])[F:17])([NH:18][CH2:19][c:20]2[cH:21][cH:22][c:23]3[c:24]([cH:30]2)[NH:25][C:26](=[O:29])[CH2:27][S:28]3)[CH2:12][CH2:13]1. The reactants are FC(C(O)(C=1C=C2CC(NC2=CC1)C)C(F)(F)F)(F)F (α,α-bis(trifluoromethyl)-2,3-dihydro-2-methyl-1H-indole-5-methanol), C=C1CC(=O)O1 (diketene). Solvent: O1CCCC1 (tetrahydrofuran). Conditions: time 16 hour. Product: FC(C(O)(C=1C=C2CC(N(C2=CC1)C(CC(C)=O)=O)C)C(F)(F)F)(F)F (α,α-bis(trifluoromethyl)-1-(1,3-dioxobutyl)-2,3-dihydro-2-methyl-1H-indole-5-methanol). Yield: 74.4%. Reaction SMILES: [F:1][C:2]([F:20])([F:19])[C:3]([C:15]([F:18])([F:17])[F:16])([C:5]1[CH:6]=[C:7]2[C:11](=[CH:12][CH:13]=1)[NH:10][CH:9]([CH3:14])[CH2:8]2)[OH:4].[CH2:21]=[C:22]1[O:26][C:24](=[O:25])[CH2:23]1>O1CCCC1>[F:16][C:15]([F:18])([F:17])[C:3]([C:2]([F:1])([F:19])[F:20])([C:5]1[CH:6]=[C:7]2[C:11](=[CH:12][CH:13]=1)[N:10]([C:24](=[O:25])[CH2:23][C:22](=[O:26])[CH3:21])[CH:9]([CH3:14])[CH2:8]2)[OH:4]. Procedure: To a stirred solution of 6.0 g (0.02 mole) of α,α-bis(trifluoromethyl)-2,3-dihydro-2-methyl-1H-indole-5-methanol in 50 ml of anhydrous tetrahydrofuran is added 1.9 g (0.022 mole) of diketene. After 16 hours at room temperature, the solution is refluxed for one hour. The solvent is evaporated, and the residue is recrystallized from dibutyl ether to give 5.7 g (74%) of α,α-bis(trifluoromethyl)-1-(1,3-dioxobutyl)-2,3-dihydro-2-methyl-1H-indole-5-methanol, m.p. 118°-119°. Starting materials: C1CCOC1, [Cl-], [Cl-], Fc1ccc(-c2nc3occn3c2I)c(F)c1, CC(C)c1nnc2ccc(I)nn12, CN(C)C=O, [Zn+2], c1ccc(P(c2ccccc2)(c2ccccc2)[Pd](P(c2ccccc2)(c2ccccc2)c2ccccc2)(P(c2ccccc2)(c2ccccc2)c2ccccc2)P(c2ccccc2)(c2ccccc2)c2ccccc2)cc1. The product is CC(C)c1nnc2ccc(-c3c(-c4ccc(F)cc4F)nc4occn34)nn12. Reaction SMILES: [CH2:36]1[O:37][CH2:38][CH2:39][CH2:40]1.[Cl-:41].[Cl-:43].[F:1][c:2]1[c:3](-[c:9]2[n:10][c:11]3[o:12][cH:13][cH:14][n:15]3[c:16]2[I:17])[cH:4][cH:5][c:6]([F:8])[cH:7]1.[I:18][c:19]1[cH:20][cH:21][c:22]2[n:23]([n:24]1)[c:25]([CH:28]([CH3:29])[CH3:30])[n:26][n:27]2.[O:31]=[CH:32][N:33]([CH3:34])[CH3:35].[Zn+2:42].[cH:44]1[cH:45][cH:46][c:47]([P:48]([Pd:49]([P:50]([c:51]2[cH:52][cH:53][cH:54][cH:55][cH:56]2)([c:57]2[cH:58][cH:59][cH:60][cH:61][cH:62]2)[c:63]2[cH:64][cH:65][cH:66][cH:67][cH:68]2)([P:69]([c:70]2[cH:71][cH:72][cH:73][cH:74][cH:75]2)([c:76]2[cH:77][cH:78][cH:79][cH:80][cH:81]2)[c:82]2[cH:83][cH:84][cH:85][cH:86][cH:87]2)[P:88]([c:89]2[cH:90][cH:91][cH:92][cH:93][cH:94]2)([c:95]2[cH:96][cH:97][cH:98][cH:99][cH:100]2)[c:101]2[cH:102][cH:103][cH:104][cH:105][cH:106]2)([c:107]2[cH:108][cH:109][cH:110][cH:111][cH:112]2)[c:113]2[cH:114][cH:115][cH:116][cH:117][cH:118]2)[cH:119][cH:120]1>>[F:1][c:2]1[c:3](-[c:9]2[n:10][c:11]3[o:12][cH:13][cH:14][n:15]3[c:16]2-[c:19]2[cH:20][cH:21][c:22]3[n:23]([n:24]2)[c:25]([CH:28]([CH3:29])[CH3:30])[n:26][n:27]3)[cH:4][cH:5][c:6]([F:8])[cH:7]1. Starting materials: CC(C)c1cc(O)cc(C(C)C)c1NC(=O)CBr, O=C([O-])[O-], CC#N, [Cl-], [K+], [K+], [NH4+], OCCCN1CCNCC1. The product is CC(C)c1cc(O)cc(C(C)C)c1NC(=O)CN1CCN(CCCO)CC1. As a reaction SMILES: [Br:17][CH2:18][C:19](=[O:20])[NH:21][c:22]1[c:23]([CH:32]([CH3:33])[CH3:34])[cH:24][c:25]([OH:31])[cH:26][c:27]1[CH:28]([CH3:29])[CH3:30].[C:11](=[O:12])([O-:13])[O-:14].[CH3:37][C:38]#[N:39].[Cl-:35].[K+:15].[K+:16].[NH4+:36].[OH:1][CH2:2][CH2:3][CH2:4][N:5]1[CH2:6][CH2:7][NH:8][CH2:9][CH2:10]1>>[OH:1][CH2:2][CH2:3][CH2:4][N:5]1[CH2:6][CH2:7][N:8]([CH2:18][C:19](=[O:20])[NH:21][c:22]2[c:23]([CH:32]([CH3:33])[CH3:34])[cH:24][c:25]([OH:31])[cH:26][c:27]2[CH:28]([CH3:29])[CH3:30])[CH2:9][CH2:10]1. Starting materials: FC=1C=CC(=NC1C=O)C1=NC=CC=C1 (5-Fluoro-[2,2′]bipyridinyl-6-carbaldehyde), Cl.NO (hydroxylamine hydrochloride), N1=CC=CC=C1 (pyridine). The solvent is CCO (EtOH). Product: FC=1C=CC(=NC1C=NO)C1=NC=CC=C1 (5-Fluoro-[2,2′]bipyridinyl-6-carbaldehyde oxime). As a reaction SMILES: [F:1][C:2]1[CH:3]=[CH:4][C:5]([C:10]2[CH:15]=[CH:14][CH:13]=[CH:12][N:11]=2)=[N:6][C:7]=1[CH:8]=O.Cl.[NH2:17][OH:18].N1C=CC=CC=1>CCO>[F:1][C:2]1[CH:3]=[CH:4][C:5]([C:10]2[CH:15]=[CH:14][CH:13]=[CH:12][N:11]=2)=[N:6][C:7]=1[CH:8]=[N:17][OH:18] |f:1.2|. Procedure details: 5-Fluoro-[2,2′]bipyridinyl-6-carbaldehyde (0.36 mmol, 73 mg), hydroxylamine hydrochloride (1.8 mmol, 125 mg), pyridine (1.6 mmol, 0.12 mL) and EtOH were heated at reflux during 2 h. The solvent was evaporated under vacuum, and H2O was added. The filtration of the white precipitate obtained provided the final product without needing any purification (Florence Mongin; Francois Trecourt; Bruno Gervais; Oliver Mongin; Guy Quequiner, J. Org. Chem., 2002, 67, 3272-3276). Yield: 47 mg (60%), white soli... The reactants are C(C)(C)O (isopropanol), C1=CC=CC=C1 (benzene). The product is C1(=CC=CC=C1)C(C)C (cumene). Reaction SMILES: [CH:1](O)([CH3:3])[CH3:2].[CH:5]1[CH:10]=[CH:9][CH:8]=[CH:7][CH:6]=1>>[C:5]1([CH:1]([CH3:3])[CH3:2])[CH:10]=[CH:9][CH:8]=[CH:7][CH:6]=1. Reported procedure: In the reactor, the reaction of isopropanol with benzene to form cumene, the dehydration reaction which proceeds simultaneously and the reaction of the propene formed or added with benzene to give cumene, i.e. the alkylation reactions, are carried out at a reaction temperature of from 100 to 300° C. The reactor preferably has a temperature gradient which is set so that the reaction mixture in the vicinity of the reactor inlet has a temperature of from 150 to 200° C. and that in the vicinity of t... As a reaction SMILES: [C:1]([O:2][C:3](=[O:4])[N:8]1[CH2:9][CH2:10][N:11]([c:14]2[c:15]([CH:21]3[CH2:22][CH2:23]3)[cH:16][c:17]([CH3:20])[cH:18][cH:19]2)[CH2:12][CH2:13]1)([CH3:5])([CH3:6])[CH3:7].[C:24]([O:25][CH2:26][CH3:27])(=[O:28])[CH3:29].[CH:31]([Cl:32])([Cl:33])[Cl:34].[ClH:30]>>[ClH:30].[NH:8]1[CH2:9][CH2:10][N:11]([c:14]2[c:15]([CH:21]3[CH2:22][CH2:23]3)[cH:16][c:17]([CH3:20])[cH:18][cH:19]2)[CH2:12][CH2:13]1. The reactants are Cc1ccc(N2CCN(C(=O)OC(C)(C)C)CC2)c(C2CC2)c1, CCOC(C)=O, ClC(Cl)Cl, Cl. Yields the product Cl, Cc1ccc(N2CCNCC2)c(C2CC2)c1. Reactants: CN(N=O)C(N)=O, CCOCC, [K+], C=[N+]=[N-], [OH-], CCOC(=O)Cc1c(C(=O)OCC)c(O)cn1C. The product is CCOC(=O)Cc1c(C(=O)OCC)c(OC)cn1C. RXN SMILES: [CH3:22][N:23]([N:24]=[O:25])[C:26]([NH2:27])=[O:28].[CH3:31][CH2:32][O:33][CH2:34][CH3:35].[K+:30].[N+:19](=[N-:20])=[CH2:21].[OH-:29].[OH:1][c:2]1[c:3]([C:14](=[O:15])[O:16][CH2:17][CH3:18])[c:4]([CH2:8][C:9](=[O:10])[O:11][CH2:12][CH3:13])[n:5]([CH3:7])[cH:6]1>>[O:1]([c:2]1[c:3]([C:14](=[O:15])[O:16][CH2:17][CH3:18])[c:4]([CH2:8][C:9](=[O:10])[O:11][CH2:12][CH3:13])[n:5]([CH3:7])[cH:6]1)[CH3:21]. Reactants: C(C)(=O)OCC (Ethyl acetate), C([O-])([O-])=O.[K+].[K+] (Potassium carbonate), ICC (iodoethane), ClC1=C(C=CC=C1)C1=NC(C=2N(C3=C1C=C(S3)CC)C(=NN2)C)CCC(=O)O (3-(4-(2-Chlorophenyl)-2-ethyl-9-methyl-6H-thieno[3,2-f] [1,2,4]triazolo[4,3-a] [1,4]diazepin-6-yl)propionic acid). Run in O (water), CN(C=O)C (dimethylformamide). Reaction conditions: time 4 hour. Product: ClC1=C(C=CC=C1)C1=NC(C=2N(C3=C1C=C(S3)CC)C(=NN2)C)CCC(=O)OCC (ethyl 3-(4-(2-chlorophenyl)-2-ethyl-9-methyl-6H-thieno[3,2-f] [1,2,4]triazolo[4,3-a] [1,4]diazepin-6-yl)propionate). RXN SMILES: [Cl:1][C:2]1[CH:7]=[CH:6][CH:5]=[CH:4][C:3]=1[C:8]1[C:14]2[CH:15]=[C:16]([CH2:18][CH3:19])[S:17][C:13]=2[N:12]2[C:20]([CH3:23])=[N:21][N:22]=[C:11]2[CH:10]([CH2:24][CH2:25][C:26]([OH:28])=[O:27])[N:9]=1.C(=O)([O-])[O-].[K+].[K+].I[CH2:36][CH3:37].C(OCC)(=O)C>CN(C)C=O.O>[Cl:1][C:2]1[CH:7]=[CH:6][CH:5]=[CH:4][C:3]=1[C:8]1[C:14]2[CH:15]=[C:16]([CH2:18][CH3:19])[S:17][C:13]=2[N:12]2[C:20]([CH3:23])=[N:21][N:22]=[C:11]2[CH:10]([CH2:24][CH2:25][C:26]([O:28][CH2:36][CH3:37])=[O:27])[N:9]=1 |f:1.2.3|. Reported procedure: 3-(4-(2-Chlorophenyl)-2-ethyl-9-methyl-6H-thieno[3,2-f] [1,2,4]triazolo[4,3-a] [1,4]diazepin-6-yl)propionic acid (13.5 g) was dissolved in dimethylformamide (140 ml). Potassium carbonate (9.1 g) and iodoethane (2.9 ml) were added, and the mixture was stirred for 4 hours. Ethyl acetate and water were added thereto. The organic layer was taken out, washed with brine and dried over magnesium sulfate. The solvent was evaporated, and the residue was crystallized from diisopropyl ether to give 11.2 g ... The reactants are ClCCl, CC(=O)OC(C)=O, CS(=O)(=O)OS(C)(=O)=O, CS(=O)(=O)O, CC(=O)NCC1OC(=O)N2c3ccccc3CC12. The product is CC(=O)NCC1OC(=O)N2c3ccc(C(C)=O)cc3CC12. As a reaction SMILES: [CH2:35]([Cl:36])[Cl:37].[CH3:1][C:2](=[O:3])[O:4][C:5](=[O:6])[CH3:7].[CH3:26][S:27]([O:28][S:29]([CH3:30])(=[O:31])=[O:32])(=[O:33])=[O:34].[CH3:38][S:39]([OH:40])(=[O:41])=[O:42].[O:8]=[C:9]1[O:10][CH:11]([CH2:21][NH:22][C:23]([CH3:24])=[O:25])[CH:12]2[N:13]1[c:14]1[cH:15][cH:16][cH:17][cH:18][c:19]1[CH2:20]2>>[CH3:1][C:2](=[O:3])[c:17]1[cH:16][cH:15][c:14]2[c:19]([cH:18]1)[CH2:20][CH:12]1[CH:11]([CH2:21][NH:22][C:23]([CH3:24])=[O:25])[O:10][C:9](=[O:8])[N:13]12.